describe an organic reaction: reactants, conditions, products, and yield From a dataset of the Open Reaction Database (ORD), a public repository of structured organic reaction records. Reactants: O1C(OCC1)C=1C=C(OC2=C(C(NC(N2)=O)=O)C(C)C)C=C(C1)C (6-(3-[1,3]Dioxolan-2-yl-5-methyl-phenoxy)-5-isopropyl-1H-pyrimidine-2,4-dione), C([O-])([O-])=O.[K+].[K+] (potassium carbonate), Cl.ClCC1=CC=NC=C1 (4-chloromethylpyridine hydrochloride), [I-].[Li+] (lithium iodide). The solvent is CN(C)C=O (DMF). Reaction conditions: time 8 hour. Product: O1C(OCC1)C=1C=C(OC2=C(C(NC(N2CC2=CC=NC=C2)=O)=O)C(C)C)C=C(C1)C (6-(3-[1,3]dioxolan-2-yl-5-methyl-phenoxy)-5-isopropyl-1-pyridin-4-ylmethyl-1H-pyrimidine-2,4-dione). The yield is 40.1%. As a reaction SMILES: [O:1]1[CH2:5][CH2:4][O:3][CH:2]1[C:6]1[CH:7]=[C:8]([CH:21]=[C:22]([CH3:24])[CH:23]=1)[O:9][C:10]1[NH:15][C:14](=[O:16])[NH:13][C:12](=[O:17])[C:11]=1[CH:18]([CH3:20])[CH3:19].C(=O)([O-])[O-].[K+].[K+].Cl.Cl[CH2:33][C:34]1[CH:39]=[CH:38][N:37]=[CH:36][CH:35]=1.[I-].[Li+]>CN(C=O)C>[O:3]1[CH2:4][CH2:5][O:1][CH:2]1[C:6]1[CH:7]=[C:8]([CH:21]=[C:22]([CH3:24])[CH:23]=1)[O:9][C:10]1[N:15]([CH2:33][C:34]2[CH:39]=[CH:38][N:37]=[CH:36][CH:35]=2)[C:14](=[O:16])[NH:13][C:12](=[O:17])[C:11]=1[CH:18]([CH3:20])[CH3:19] |f:1.2.3,4.5,6.7|. Procedure: 6-(3-[1,3]Dioxolan-2-yl-5-methyl-phenoxy)-5-isopropyl-1H-pyrimidine-2,4-dione (2.66 g, 8 mmol) and anhydrous powdered potassium carbonate (1.31 g, 16 mmol) were dissolved in DMF (40 ml). With vigorous stirring, 4-chloromethylpyridine hydrochloride (2.21 g, 16 mmol) and lithium iodide (1 g, 8 mmol) were added in this order. The mixture was stirred for overnight at room temperature and evaporated in vacuo. The residue was dissolved in methanol-dichloromethane (1:9), filtered through a celite pad, ... The reactants are C=CCOCC1CO1, CCCN, CCO. The product is C=CCOCC(O)CNCCC. Reaction SMILES: [CH2:1]([CH:2]=[CH2:3])[O:4][CH2:5][CH:6]1[CH2:7][O:8]1.[CH2:9]([CH2:10][CH3:11])[NH2:12].[CH3:13][CH2:14][OH:15]>>[CH2:1]([CH:2]=[CH2:3])[O:4][CH2:5][CH:6]([CH2:7][NH:12][CH2:9][CH2:10][CH3:11])[OH:8]. The reactants are C(C)OC(=O)C1=NC(=NO1)C=CC1=CC=C(C=C1)OC (5-Ethoxycarbonyl-3-p-methoxystyryl-1,2,4-oxadiazole), C(C)NCC (diethylamine). Solvent: CO (methanol). Yields the product C(C)N(C(=O)C1=NC(=NO1)C=CC1=CC=C(C=C1)OC)CC (5-Diethylcarbamoyl-3-p-methoxystyryl-1,2,4-oxadiazole). Yield: 87.4%. RXN SMILES: C(O[C:4]([C:6]1[O:10][N:9]=[C:8]([CH:11]=[CH:12][C:13]2[CH:18]=[CH:17][C:16]([O:19][CH3:20])=[CH:15][CH:14]=2)[N:7]=1)=[O:5])C.[CH2:21]([NH:23][CH2:24][CH3:25])[CH3:22]>CO>[CH2:21]([N:23]([CH2:24][CH3:25])[C:4]([C:6]1[O:10][N:9]=[C:8]([CH:11]=[CH:12][C:13]2[CH:14]=[CH:15][C:16]([O:19][CH3:20])=[CH:17][CH:18]=2)[N:7]=1)=[O:5])[CH3:22]. Procedure: 5-Ethoxycarbonyl-3-p-methoxystyryl-1,2,4-oxadiazole (1.25 g.) was suspended in dry methanol (5 ml.) and diethylamine (7.25 ml.) was added. The mixture was heated under reflux for 1 hour, when a solution was obtained. The solvent was removed under reduced pressure and the residual oil was dissolved in methanol and treated with charcoal. Evaporation of the filtrate left an oil, which was recrystallised from aqueous methanol to give the amide (1.199 g., 87.4%), m.p. 69°-70°, λmax. (EtOH) 225.5 300 ... Reactants: [Al+3], COC(=O)c1cc(OCc2ccccc2)cc(-c2c(C)cccc2C)c1, [H-], [H-], [H-], [H-], [Li+], [Na+], [Na+], C1CCOC1, O, O, O, O, O, O, O, O, O, O, O=S(=O)([O-])[O-]. Product: Cc1cccc(C)c1-c1cc(CO)cc(OCc2ccccc2)c1. RXN SMILES: [Al+3:28].[CH2:1]([c:2]1[cH:3][cH:4][cH:5][cH:6][cH:7]1)[O:8][c:9]1[cH:10][c:11]([C:23](=[O:24])[O:25][CH3:26])[cH:12][c:13](-[c:15]2[c:16]([CH3:22])[cH:17][cH:18][cH:19][c:20]2[CH3:21])[cH:14]1.[H-:27].[H-:30].[H-:31].[H-:32].[Li+:29].[Na+:48].[Na+:49].[O:50]1[CH2:51][CH2:52][CH2:53][CH2:54]1.[OH2:33].[OH2:34].[OH2:35].[OH2:36].[OH2:37].[OH2:38].[OH2:39].[OH2:40].[OH2:41].[OH2:42].[S:43]([O-:44])([O-:45])(=[O:46])=[O:47]>>[CH2:1]([c:2]1[cH:3][cH:4][cH:5][cH:6][cH:7]1)[O:8][c:9]1[cH:10][c:11]([CH2:23][OH:24])[cH:12][c:13](-[c:15]2[c:16]([CH3:22])[cH:17][cH:18][cH:19][c:20]2[CH3:21])[cH:14]1.